From a dataset of the Open Reaction Database (ORD), a public repository of structured organic reaction records. describe an organic reaction: reactants, conditions, products, and yield Reactants: [Si](C)(C)(C(C)(C)C)OCC=1C=C(OCC2=CC(=CS2)/C(=C/CC(C(CC)(O)CC)(C)C)/CC)C=CC1CO[Si](C)(C)C(C)(C)C ((E)-7-{5-[3,4-bis(tert-butyldimethylsilanyloxymethyl)phenoxymethyl]-3-thienyl}-3-ethyl-4,4-dimethylnon-6-en-3-ol). Reagents/catalysts: [Br-].C(CCC)[N+](CCCC)(CCCC)CCCC (tetrabutylammonium bromide). The product is OCC=1C=C(OCC2=CC(=CS2)/C(=C/CC(C(CC)(O)CC)(C)C)/CC)C=CC1CO ((E)-7-[5-(3,4-bis-Hydroxymethyl-phenoxymethyl)-3-thienyl]-3-ethyl-4,4-dimethylnon-6-en-3-ol). As a reaction SMILES: [Si]([O:8][CH2:9][C:10]1[CH:11]=[C:12]([CH:34]=[CH:35][C:36]=1[CH2:37][O:38][Si](C(C)(C)C)(C)C)[O:13][CH2:14][C:15]1[S:19][CH:18]=[C:17](/[C:20](/[CH2:32][CH3:33])=[CH:21]/[CH2:22][C:23]([CH3:31])([CH3:30])[C:24]([CH2:28][CH3:29])([OH:27])[CH2:25][CH3:26])[CH:16]=1)(C(C)(C)C)(C)C>[Br-].C([N+](CCCC)(CCCC)CCCC)CCC>[OH:8][CH2:9][C:10]1[CH:11]=[C:12]([CH:34]=[CH:35][C:36]=1[CH2:37][OH:38])[O:13][CH2:14][C:15]1[S:19][CH:18]=[C:17](/[C:20](/[CH2:32][CH3:33])=[CH:21]/[CH2:22][C:23]([CH3:31])([CH3:30])[C:24]([CH2:28][CH3:29])([OH:27])[CH2:25][CH3:26])[CH:16]=1 |f:1.2|. Reported procedure: In a manner similar to that of Example 6(l), by reaction of 310 mg (0.46 mmol) of (E)-7-{5-[3,4-bis(tert-butyldimethylsilanyloxymethyl)phenoxymethyl]-3-thienyl}-3-ethyl-4,4-dimethylnon-6-en-3-ol with 1.1 mL (1.1 mmol) of 1.0 M tetrabutylammonium bromide, the desired product is obtained in the form of a colourless oil (m=200 mg; Y=98%). The reactants are C(C)(C)C1=C(C=NC(C(C)C)C(C)C)C=C(C(=C1)OC)OC ((2-Isopropyl-4,5-dimethoxy-benzylidene)-(1-isopropyl-2-methyl-propyl)-amine), C1CCOC1 (THF), Cl (HCl). Yields the product C(C)(C)C1=C(C=O)C=C(C(=C1)OC)OC (2-isopropyl-4,5-dimethoxy-benzaldehyde). Isolated yield 43.0%. RXN SMILES: [CH:1]([C:4]1[CH:18]=[C:17]([O:19][CH3:20])[C:16]([O:21][CH3:22])=[CH:15][C:5]=1[CH:6]=NC(C(C)C)C(C)C)([CH3:3])[CH3:2].Cl.C1C[O:27]CC1>>[CH:1]([C:4]1[CH:18]=[C:17]([O:19][CH3:20])[C:16]([O:21][CH3:22])=[CH:15][C:5]=1[CH:6]=[O:27])([CH3:3])[CH3:2]. Procedure details: (2-Isopropyl-4,5-dimethoxy-benzylidene)-(1-isopropyl-2-methyl-propyl)-amine was dissolved in 30 ml of THF. HCl (4.1 mL, 4 M) was added and the mixture was warmed to reflux. After 3 hours the mixture was cooled concentrated in vacuo. 100 mL of H2O was added and the mixture was extracted with ethyl acetate, washed with H2O and then with brine. The combined organic layers were dried over Na2SO4, filtered and concentrated in vacuo to give an orange oil. Purification via flash chromatography (85:15 h... The reactants are CC(C)(C)[O-], O=C(O)c1ccc(C2CC2)c(Cl)n1, Cl, OCCC(O)C(F)(F)F, [K+], CN(C)C=O. Yields the product O=C(O)c1ccc(C2CC2)c(OC(CCO)C(F)(F)F)n1. Reaction SMILES: [CH3:23][C:24]([CH3:25])([O-:26])[CH3:27].[Cl:1][c:2]1[c:3]([CH:11]2[CH2:12][CH2:13]2)[cH:4][cH:5][c:6]([C:8](=[O:9])[OH:10])[n:7]1.[ClH:29].[F:14][C:15]([CH:16]([CH2:17][CH2:18][OH:19])[OH:20])([F:21])[F:22].[K+:28].[O:30]=[CH:31][N:32]([CH3:33])[CH3:34]>>[c:2]1([O:20][CH:16]([C:15]([F:14])([F:21])[F:22])[CH2:17][CH2:18][OH:19])[c:3]([CH:11]2[CH2:12][CH2:13]2)[cH:4][cH:5][c:6]([C:8](=[O:9])[OH:10])[n:7]1. Reactants: C(C)[C@@H]1[C@@H]([C@]2(C)[C@@H](C1)[C@@H]1CCC3=CC(CC[C@@H]3[C@H]1CC2)=O)OC(CBr)=O (16β-ethyl-17β-bromoacetoxy-4-estren-3-one), C(C)C(C(=O)O)CC (2-ethylbutyric acid). Solvent: CC(=O)C (acetone), [OH-].[Na+] (NaOH). Product: C(C)[C@@H]1[C@@H]([C@]2(C)[C@@H](C1)[C@@H]1CCC3=CC(CC[C@@H]3[C@H]1CC2)=O)OC(COC(C(CC)CC)=O)=O (16β-Ethyl-17β-(2-ethylbutyryl)oxyacetoxy-4-estren-3-one). RXN SMILES: [CH2:1]([C@H:3]1[CH2:8][C@H:7]2[C@H:9]3[C@H:18]([CH2:19][CH2:20][C@:5]2([CH3:6])[C@H:4]1[O:22][C:23](=[O:26])[CH2:24]Br)[C@@H:17]1[C:12](=[CH:13][C:14](=[O:21])[CH2:15][CH2:16]1)[CH2:11][CH2:10]3)[CH3:2].[CH2:27]([CH:29]([CH2:33][CH3:34])[C:30]([OH:32])=[O:31])[CH3:28]>CC(C)=O.[OH-].[Na+]>[CH2:1]([C@H:3]1[CH2:8][C@H:7]2[C@H:9]3[C@H:18]([CH2:19][CH2:20][C@:5]2([CH3:6])[C@H:4]1[O:22][C:23](=[O:26])[CH2:24][O:32][C:30](=[O:31])[CH:29]([CH2:33][CH3:34])[CH2:27][CH3:28])[C@@H:17]1[C:12](=[CH:13][C:14](=[O:21])[CH2:15][CH2:16]1)[CH2:11][CH2:10]3)[CH3:2] |f:3.4|. Procedure details: In 35 ml of acetone is dissolved 1.0 ml of 2-ethylbutyric acid, and 4.6 ml of 2N-NaOH and then 1.9 g of 16β-ethyl-17β-bromoacetoxy-4-estren-3-one are added to the above solution. The mixture is refluxed for 3 hours. The acetone is distilled off under reduced pressure and the residue is extracted with two 100 ml portions of ethyl acetate. The organic layers are combined, washed with water and saturated aqueous sodium chloride and dried over anhydrous magnesium sulfate. The solvent is then distill... Yields the product C(C1=CC=CC=C1)NC1=CC=CC=C1 (N-benzylaniline). Reaction SMILES: Cl[C:2]1[CH:7]=[CH:6][CH:5]=[CH:4][CH:3]=1.[CH2:8]([NH2:15])[C:9]1[CH:14]=[CH:13][CH:12]=[CH:11][CH:10]=1.CC([O-])(C)C.[Na+].O(CCCC)CCCC>>[CH2:8]([NH:15][C:2]1[CH:7]=[CH:6][CH:5]=[CH:4][CH:3]=1)[C:9]1[CH:14]=[CH:13][CH:12]=[CH:11][CH:10]=1 |f:2.3|. Reaction conditions: temperature 85 celsius. The reactants are ClC1=CC=CC=C1 (chlorobenzene), C(C1=CC=CC=C1)N (benzylamine), CC(C)(C)[O-].[Na+] (NaOt-Bu), O(CCCC)CCCC (Bu2O). Procedure: Following general procedure D, a mixture of chlorobenzene (1.02 mL, 10 mmol), benzylamine (1.52 mL, 14 mmol), NaOt-Bu (1.15 g, 12 mmol), 10 (4 mg, 0.05 mol %), 1 (2.5 mg, 0.05 mol %), and Bu2O (3 mL) was heated to 85° C. for 1 h. The crude product was purified via the Biotage SP4 (silica-packed 25+M; 0-50% EtOAc/hexanes) to provide the title compound as a yellow oil (1.646 g, 90%). 1H NMR (300 MHz, CDCl3) δ: 7.69-7.61 (m, 5H), 7.53 (t, J=7.5 Hz, 2H), 7.09 (t, J=7.5 Hz, 1H), 6.92 (d, J=7.5 Hz, 2H... Yield: 89.8%. Reactants: CC=1C(C=CC(C1)=O)=O (2-methyl-1,4-benzoquinone), COC1=CC=CCC1 (1-methoxy-1,3-cylcohexadiene), C1=CC=CC=C1 (benzene), Cl (HCl). Solvent: CO (methanol). Conditions: time 6 hour. The product is OC=1C(=CC2=C([C@H]3[C@@H](O2)CC(CC3)=O)C1)C ((4aS*,9bS*)-1,2,3,4,4a,9b-Hexahydro-8-hydroxy-7-methyldibenzofuran-3-one). As a reaction SMILES: [CH3:1][C:2]1[C:3](=[O:9])[CH:4]=[CH:5][C:6](=[O:8])[CH:7]=1.C[O:11][C:12]1[CH2:17][CH2:16]C=[CH:14][CH:13]=1.Cl.[CH:19]1C=CC=CC=1>CO>[OH:8][C:6]1[C:5]([CH3:19])=[CH:4][C:3]2[O:9][C@H:14]3[CH2:13][C:12](=[O:11])[CH2:17][CH2:16][C@H:1]3[C:2]=2[CH:7]=1. Reported procedure: A solution of 0.57 g (5.0 mmol) of 2-methyl-1,4-benzoquinone and 1.10 g (10.0 mmol) of 1-methoxy-1,3-cylcohexadiene in 10 mL of benzene was heated at reflux for 2 h. The solution was concentrated in vacuo and the residue dried under high vacuum to afford a pale yellow oil. This material was dissolved in 15 mL of methanol and to that solution was added 1 mL of 2.0M HCl. The solution was stirred at room temperature for 6 hours, then was concentrated to about 5 mL volume. This was partitioned betwe... Starting materials: CC1([C@@H]2CC=C3[C@@H]4CC[C@H]([C@@H](CCCC(C)C)C)[C@]4(CC[C@@H]3[C@]2(CC[C@@H]1O)C)C)C (4,4-Dimethyl-5α-cholest-7-en-3β-ol), C(C1=CC=CC=C1)(=O)Cl (benzoyl chloride). The solvent is N1=CC=CC=C1 (pyridine). Product: C(C1=CC=CC=C1)(=O)O[C@@H]1C([C@@H]2CC=C3[C@@H]4CC[C@H]([C@@H](CCCC(C)C)C)[C@]4(CC[C@@H]3[C@]2(CC1)C)C)(C)C (3β-benzoyloxy-4,4-dimethyl-5α-cholest-7-ene). RXN SMILES: [CH3:1][C:2]1([CH3:30])[C@@H:26]([OH:27])[CH2:25][CH2:24][C@@:23]2([CH3:28])[C@H:3]1[CH2:4][CH:5]=[C:6]1[C@@H:22]2[CH2:21][CH2:20][C@@:19]2([CH3:29])[C@H:7]1[CH2:8][CH2:9][C@@H:10]2[C@H:11]([CH3:18])[CH2:12][CH2:13][CH2:14][CH:15]([CH3:17])[CH3:16].[C:31](Cl)(=[O:38])[C:32]1[CH:37]=[CH:36][CH:35]=[CH:34][CH:33]=1>N1C=CC=CC=1>[C:31]([O:27][C@H:26]1[CH2:25][CH2:24][C@@:23]2([CH3:28])[C@@H:3]([CH2:4][CH:5]=[C:6]3[C@@H:22]2[CH2:21][CH2:20][C@@:19]2([CH3:29])[C@H:7]3[CH2:8][CH2:9][C@@H:10]2[C@H:11]([CH3:18])[CH2:12][CH2:13][CH2:14][CH:15]([CH3:17])[CH3:16])[C:2]1([CH3:1])[CH3:30])(=[O:38])[C:32]1[CH:37]=[CH:36][CH:35]=[CH:34][CH:33]=1. Procedure details: 4,4-Dimethyl-5α-cholest-7-en-3β-ol [prepared according to J. Biol. Chem., 233:1343 (1958)]was converted to the title compound with benzoyl chloride in pyridine at ambient temperature for 18 hours. 3β-benzoyloxy-4,4-dimethyl-5α-cholest-7-ene had an mp of 160°-161° C. (from CH2Cl2/MeOH). Starting materials: OBO, CCOC(=O)c1cc2cc(Br)ccc2n1Cc1ccc(Cl)c(Cl)c1, O=C([O-])[O-], CN(C)c1ccccc1, [K+], [K+]. Product: CCOC(=O)c1cc2cc(-c3ccc(N(C)C)cc3)ccc2n1Cc1ccc(Cl)c(Cl)c1. RXN SMILES: [BH:25]([OH:26])[OH:27].[Br:1][c:2]1[cH:3][c:4]2[cH:5][c:6]([C:20](=[O:21])[O:22][CH2:23][CH3:24])[n:7]([CH2:11][c:12]3[cH:13][c:14]([Cl:19])[c:15]([Cl:18])[cH:16][cH:17]3)[c:8]2[cH:9][cH:10]1.[C:37](=[O:38])([O-:39])[O-:40].[CH3:28][N:29]([c:30]1[cH:31][cH:32][cH:33][cH:34][cH:35]1)[CH3:36].[K+:41].[K+:42]>>[c:2]1(-[c:33]2[cH:32][cH:31][c:30]([N:29]([CH3:28])[CH3:36])[cH:35][cH:34]2)[cH:3][c:4]2[cH:5][c:6]([C:20](=[O:21])[O:22][CH2:23][CH3:24])[n:7]([CH2:11][c:12]3[cH:13][c:14]([Cl:19])[c:15]([Cl:18])[cH:16][cH:17]3)[c:8]2[cH:9][cH:10]1. The reactants are [OH-].[Na+] (sodium hydroxide), ClC1=CNC2=NC=CC(=C21)OC2=C(C=C(C=C2)NC(C(F)(F)F)=O)F (N-{4-[(3-chloro-1H-pyrrolo[2,3-b]pyridin-4-yl)oxy]-3-fluorophenyl}-2,2,2-trifluoroacetamide). Run in O1CCCC1 (tetrahydrofuran). Conditions: time 8 hour. The product is ClC1=CNC2=NC=CC(=C21)OC2=C(C=C(N)C=C2)F (4-[(3-Chloro-1H-pyrrolo[2,3-b]pyridin-4-yl)oxy]-3-fluoroaniline). RXN SMILES: [OH-].[Na+].[Cl:3][C:4]1[C:12]2[C:7](=[N:8][CH:9]=[CH:10][C:11]=2[O:13][C:14]2[CH:19]=[CH:18][C:17]([NH:20]C(=O)C(F)(F)F)=[CH:16][C:15]=2[F:27])[NH:6][CH:5]=1>O1CCCC1>[Cl:3][C:4]1[C:12]2[C:7](=[N:8][CH:9]=[CH:10][C:11]=2[O:13][C:14]2[CH:19]=[CH:18][C:17]([NH2:20])=[CH:16][C:15]=2[F:27])[NH:6][CH:5]=1 |f:0.1|. Procedure details: 8 ml of 1N aqueous sodium hydroxide solution are added to a solution of 637 mg (1.70 mmol) of N-{4-[(3-chloro-1H-pyrrolo[2,3-b]pyridin-4-yl)oxy]-3-fluorophenyl}-2,2,2-trifluoroacetamide in tetrahydrofuran (10 ml). The reaction is stirred overnight. The solution is extracted with ethyl acetate (two times 20 ml). The combined organic phases are washed with a saturated sodium chloride solution. The organic phase is dried over magnesium sulfate and concentrated. This gives a solid which is not purif... The reactants are C1(=CC=CC=C1)S(=O)(=O)N (benzenesulfonamide), N(C(=N)N)C=1SC=C(N1)CSCCC(OC)=N (methyl 3-[(2-guanidinothiazol-4-yl)methylthio]propionimidate). The solvent is CO (methanol). Yields the product C1(=CC=CC=C1)S(=O)(=O)NC(CCCC=1N=C(SC1)NC(=N)N)=S (N-benzenesulfonyl-3-(2-guanidinothiazol-4-yl)methylthio propionamide). As a reaction SMILES: [C:1]1([S:7]([NH2:10])(=[O:9])=[O:8])[CH:6]=[CH:5][CH:4]=[CH:3][CH:2]=1.[NH:11]([C:15]1[S:16][CH:17]=[C:18]([CH2:20]SCCC(=N)OC)[N:19]=1)[C:12]([NH2:14])=[NH:13]>CO>[C:1]1([S:7]([NH:10][C:1](=[S:7])[CH2:2][CH2:3][CH2:20][C:18]2[N:19]=[C:15]([NH:11][C:12]([NH2:14])=[NH:13])[S:16][CH:17]=2)(=[O:9])=[O:8])[CH:6]=[CH:5][CH:4]=[CH:3][CH:2]=1. Reported procedure: In 8 ml of methanol were dissolved 800 ml of methyl 3-[(2-guanidinothiazol-4-yl)methylthio]propionimidate and 590 mg of benzenesulfonamide and after causing reaction for 24 hours at room temperature, the solvent was distilled off under reduced pressure. The residue formed was purified by a silica gel column chromatography using a mixture of chloroform and methanol (20:1→10:1) to provide 855 mg of amorphous N-benzenesulfonyl-3-(2-guanidinothiazol-4-yl)methylthio propionamide. The product shows th...